Dataset: the Open Reaction Database (ORD), a public repository of structured organic reaction records. Task: describe an organic reaction: reactants, conditions, products, and yield Reactants: C1CCOC1, COC(=O)COc1ccccc1C1C(C(=O)C(C)(C)C)=C(O)C(=O)N1c1ccc(-c2ccsc2)cc1, CO, Cl, [Li+], [OH-], O. RXN SMILES: [CH2:37]1[O:38][CH2:39][CH2:40][CH2:41]1.[CH3:1][C:2]([C:3](=[O:4])[C:5]1=[C:6]([OH:34])[C:7](=[O:33])[N:8]([c:22]2[cH:23][cH:24][c:25](-[c:28]3[cH:29][s:30][cH:31][cH:32]3)[cH:26][cH:27]2)[CH:9]1[c:10]1[c:11]([O:16][CH2:17][C:18](=[O:19])[O:20][CH3:21])[cH:12][cH:13][cH:14][cH:15]1)([CH3:35])[CH3:36].[CH3:46][OH:47].[ClH:44].[Li+:42].[OH-:43].[OH2:45]>>[CH3:1][C:2]([C:3](=[O:4])[C:5]1=[C:6]([OH:34])[C:7](=[O:33])[N:8]([c:22]2[cH:23][cH:24][c:25](-[c:28]3[cH:29][s:30][cH:31][cH:32]3)[cH:26][cH:27]2)[CH:9]1[c:10]1[c:11]([O:16][CH2:17][C:18](=[O:19])[OH:20])[cH:12][cH:13][cH:14][cH:15]1)([CH3:35])[CH3:36]. Product: CC(C)(C)C(=O)C1=C(O)C(=O)N(c2ccc(-c3ccsc3)cc2)C1c1ccccc1OCC(=O)O. Starting materials: O=C(O)c1ccc(C2CCOCC2)c(OCC2CC2)n1, NC(CC1CC1)c1nccs1. Yields the product O=C(NC(CC1CC1)c1nccs1)c1ccc(C2CCOCC2)c(OCC2CC2)n1. RXN SMILES: [CH:1]1([CH2:4][O:5][c:6]2[c:7]([CH:15]3[CH2:16][CH2:17][O:18][CH2:19][CH2:20]3)[cH:8][cH:9][c:10]([C:12](=[O:13])[OH:14])[n:11]2)[CH2:2][CH2:3]1.[CH:21]1([CH2:24][CH:25]([c:26]2[s:27][cH:28][cH:29][n:30]2)[NH2:31])[CH2:22][CH2:23]1>>[CH:1]1([CH2:4][O:5][c:6]2[c:7]([CH:15]3[CH2:16][CH2:17][O:18][CH2:19][CH2:20]3)[cH:8][cH:9][c:10]([C:12](=[O:14])[NH:31][CH:25]([CH2:24][CH:21]3[CH2:22][CH2:23]3)[c:26]3[s:27][cH:28][cH:29][n:30]3)[n:11]2)[CH2:2][CH2:3]1.